From a dataset of the Open Reaction Database (ORD), a public repository of structured organic reaction records. describe an organic reaction: reactants, conditions, products, and yield Starting materials: C(C1=CC=CC=C1)OC(CCCCC(=O)N(CC(=O)O)CC(=O)O)=O (2,2′-{[6-(benzyloxy)-6-oxohexanoyl]imino}diacetic acid), O([C@H]1[C@@H](O)[C@H](O)[C@H](O)[C@@H](O1)C)CCN (2-aminoethyl α-L-fucopyranoside), C(CCl)Cl (EDC). Reagents/catalysts: CN(C)C=1C=CN=CC1 (DMAP). Run in CN(C)C=O (DMF). Reaction conditions: time 16 hour. The product is [C@@H]1([C@@H](O)[C@H](O)[C@H](O)[C@@H](O1)C)OCCNC(CN(C(CCCCC(=O)OCC1=CC=CC=C1)=O)CC(NCCO[C@H]1[C@@H](O)[C@H](O)[C@H](O)[C@@H](O1)C)=O)=O (benzyl 6-{bis[2-({2-[(α-L-fucopyranosyl)oxy]ethyl}amino)-2-oxoethyl]amino}-6-oxohexanoate). As a reaction SMILES: [CH2:1]([O:8][C:9](=[O:25])[CH2:10][CH2:11][CH2:12][CH2:13][C:14]([N:16]([CH2:21][C:22]([OH:24])=O)[CH2:17][C:18]([OH:20])=O)=[O:15])[C:2]1[CH:7]=[CH:6][CH:5]=[CH:4][CH:3]=1.[O:26]([CH2:37][CH2:38][NH2:39])[C@@H:27]1[O:35][C@@H:34]([CH3:36])[C@@H:32]([OH:33])[C@@H:30]([OH:31])[C@@H:28]1[OH:29].[CH2:40](Cl)[CH2:41]Cl>CN(C=O)C.CN(C1C=CN=CC=1)C>[C@@H:27]1([O:26][CH2:37][CH2:38][NH:39][C:22](=[O:24])[CH2:21][N:16]([CH2:17][C:18](=[O:20])[NH:39][CH2:38][CH2:37][O:26][C@@H:27]2[O:35][C@@H:40]([CH3:41])[C@@H:32]([OH:33])[C@@H:30]([OH:31])[C@@H:28]2[OH:29])[C:14](=[O:15])[CH2:13][CH2:12][CH2:11][CH2:10][C:9]([O:8][CH2:1][C:2]2[CH:3]=[CH:4][CH:5]=[CH:6][CH:7]=2)=[O:25])[O:35][C@@H:34]([CH3:36])[C@@H:32]([OH:33])[C@@H:30]([OH:31])[C@@H:28]1[OH:29]. Reported procedure: To a stirred solution of 2,2′-{[6-(benzyloxy)-6-oxohexanoyl]imino}diacetic acid (800 mg, 2.277 mmol) in DMF (12 mL) at room temperature was added 2-aminoethyl α-L-fucopyranoside (1.132 g, 5.46 mmol), DMAP (834 mg, 6.83 mmol) and EDC (1.528 g, 7.97 mmol). After stirring at rt for 16 hr, the reaction mixture was concentrated and the residue was purified by flash chromatography on C18 reverse phase silica gel (120 g), eluting with 0-40% AcCN in water, to give the title compound. LC-MS Method A: m/e... Isolated yield 47.0%. The product is OC(CC1=CC(=NC=C1)NC(=O)N)(C)C1=CC=CC=C1 ([4-(2-Hydroxy-2-phenyl-propyl)-pyridin-2-yl]-urea). Reaction conditions: temperature 50 celsius. Reported procedure: The crude 1-(2-Amino-pyridin-4-yl)-2-phenyl-propan-2-ol (120 mg) is dissolved in methylene chloride (4 mL). Then benzoyl isocynate (155 mg, 1.1 mmol) is added. The reaction mixture is sealed and heated at 50° C. for 16 hour. The solvent is then carefully removed and to the residue are added ethanol (5 mL) and potassium carbonate (73 mg, 0.53 mmol). The resulting mixture is heated at 85° C. for 2 hrs. Then solvent is removed to give the crude product which is purified by silica flash column chrom... Reactants: NC1=NC=CC(=C1)CC(C)(O)C1=CC=CC=C1 (1-(2-Amino-pyridin-4-yl)-2-phenyl-propan-2-ol), C(C)O (ethanol), C([O-])([O-])=O.[K+].[K+] (potassium carbonate), C(C1=CC=CC=C1)(=O)N=C=O (benzoyl isocynate). Solvent: C(Cl)Cl (methylene chloride). As a reaction SMILES: [NH2:1][C:2]1[CH:7]=[C:6]([CH2:8][C:9]([C:12]2[CH:17]=[CH:16][CH:15]=[CH:14][CH:13]=2)([OH:11])[CH3:10])[CH:5]=[CH:4][N:3]=1.[C:18]([N:26]=C=O)(=[O:25])C1C=CC=CC=1.C(O)C.C(=O)([O-])[O-].[K+].[K+]>C(Cl)Cl>[OH:11][C:9]([C:12]1[CH:13]=[CH:14][CH:15]=[CH:16][CH:17]=1)([CH3:10])[CH2:8][C:6]1[CH:5]=[CH:4][N:3]=[C:2]([NH:1][C:18]([NH2:26])=[O:25])[CH:7]=1 |f:3.4.5|. As a reaction SMILES: [CH3:1][O:2][C:3]1[CH:4]=[C:5]([S:9]([C:12]2[CH:20]=[CH:19][C:18]3[N:17]([CH3:21])[C:16]4[CH2:22][CH:23]5[NH:27][CH:26]([C:15]=4[C:14]=3[C:13]=2C(OC(C)(C)C)=O)[CH2:25][CH2:24]5)(=[O:11])=[O:10])[CH:6]=[CH:7][CH:8]=1.[ClH:35]>C(OCC)C>[ClH:35].[CH3:1][O:2][C:3]1[CH:4]=[C:5]([S:9]([C:12]2[CH:13]=[C:14]3[C:18](=[CH:19][CH:20]=2)[N:17]([CH3:21])[C:16]2[CH2:22][CH:23]4[NH:27][CH:26]([C:15]3=2)[CH2:25][CH2:24]4)(=[O:11])=[O:10])[CH:6]=[CH:7][CH:8]=1 |f:3.4|. Product: Cl.COC=1C=C(C=CC1)S(=O)(=O)C=1C=C2C3=C(N(C2=CC1)C)CC1CCC3N1 (2-(3-methoxyphenyl)sulfonyl-5-methyl-5,6,7,8,9,10-hexahydro-7,10-epiminocyclohepta[b]indole hydrochloride). The solvent is C(C)OCC (diethyl ether). Procedure: The product of step A was subjected to Boc-deprotection with 2 M HCl in diethyl ether following the procedure of Example 28, step B. The crude material was purified by flash column chromatography (SiO2, 95:5 dichloromethane/methanol). The free base was dissolved in methanol (0.5 mL) and treated with 1.25 M HCl in methanol (1.5 mL). The solution was concentrated in vacuo to give 2-(3-methoxyphenyl)sulfonyl-5-methyl-5,6,7,8,9,10-hexahydro-7,10-epiminocyclohepta[b]indole hydrochloride (19 mg, 85%, ... Starting materials: COC=1C=C(C=CC1)S(=O)(=O)C1=C(C=2C3=C(N(C2C=C1)C)CC1CCC3N1)C(=O)OC(C)(C)C (tert-butyl 2-(3-methoxyphenyl)sulfonyl-5-methyl-5,6,7,8,9,10-hexahydro-7,10-epiminocyclohepta[b]indole-carboxylate), Cl (HCl). Starting materials: CO (MeOH), CC1(OB(OC1(C)C)C=1C=C2C(=NC1)NC=C2)C (5-(4,4,5,5-tetramethyl-[1,3,2]dioxaborolan-2-yl)-1 h-pyrrolo[2,3-b]pyridine), FC(S(=O)(=O)OC1=CCC(CC1)N1C(OC([C@@H]1C1=CC=CC=C1)(C)C)=O)(F)F (4-((S)-5,5-dimethyl-2-oxo-4-phenyloxazolidin-3-yl)cyclohex-1-en-1-yl trifluoromethanesulfonate), C([O-])([O-])=O.[Na+].[Na+] (sodium carbonate). Reagents/catalysts: C=1C=CC(=CC1)[P](C=2C=CC=CC2)(C=3C=CC=CC3)[Pd]([P](C=4C=CC=CC4)(C=5C=CC=CC5)C=6C=CC=CC6)([P](C=7C=CC=CC7)(C=8C=CC=CC8)C=9C=CC=CC9)[P](C=1C=CC=CC1)(C=1C=CC=CC1)C=1C=CC=CC1 (Tetrakis(triphenylphosphine)palladium(0)). The solvent is C(Cl)Cl (CH2Cl2), O1CCOCC1 (dioxane), C(Cl)Cl (CH2Cl2). Reaction conditions: temperature 100 celsius, time 8 hour. Product: N1C=CC=2C1=NC=C(C2)C2=CCC(CC2)N2C(OC([C@@H]2C2=CC=CC=C2)(C)C)=O ((4S)-3-(4-(1H-pyrrolo[2,3-b]pyridin-5-yl)cyclohex-3-en-1-yl)-5,5-dimethyl-4-phenyloxazolidin-2-one). Yield: 100.3%. Reaction SMILES: CC1(C)C(C)(C)OB([C:9]2[CH:10]=[C:11]3[CH:17]=[CH:16][NH:15][C:12]3=[N:13][CH:14]=2)O1.FC(F)(F)S(O[C:25]1[CH2:30][CH2:29][CH:28]([N:31]2[C@@H:35]([C:36]3[CH:41]=[CH:40][CH:39]=[CH:38][CH:37]=3)[C:34]([CH3:43])([CH3:42])[O:33][C:32]2=[O:44])[CH2:27][CH:26]=1)(=O)=O.C(=O)([O-])[O-].[Na+].[Na+].CO>O1CCOCC1.C(Cl)Cl.C1C=CC([P]([Pd]([P](C2C=CC=CC=2)(C2C=CC=CC=2)C2C=CC=CC=2)([P](C2C=CC=CC=2)(C2C=CC=CC=2)C2C=CC=CC=2)[P](C2C=CC=CC=2)(C2C=CC=CC=2)C2C=CC=CC=2)(C2C=CC=CC=2)C2C=CC=CC=2)=CC=1>[NH:15]1[C:12]2=[N:13][CH:14]=[C:9]([C:25]3[CH2:30][CH2:29][CH:28]([N:31]4[C@@H:35]([C:36]5[CH:37]=[CH:38][CH:39]=[CH:40][CH:41]=5)[C:34]([CH3:42])([CH3:43])[O:33][C:32]4=[O:44])[CH2:27][CH:26]=3)[CH:10]=[C:11]2[CH:17]=[CH:16]1 |f:2.3.4,^1:67,69,88,107|. Procedure details: A mixture of 5-(4,4,5,5-tetramethyl-[1,3,2]dioxaborolan-2-yl)-1 h-pyrrolo[2,3-b]pyridine (0.477 g, 1.955 mmol), 4-((S)-5,5-dimethyl-2-oxo-4-phenyloxazolidin-3-yl)cyclohex-1-en-1-yl trifluoromethanesulfonate (0.82 g, 1.955 mmol) and 2.0 M sodium carbonate (4.89 mL) in dioxane (6.52 mL) was flushed with nitrogen. Tetrakis(triphenylphosphine)palladium(0) (0.226 g, 0.196 mmol) was added and the mixture was stirred at 100° C. overnight. The reaction mixture was diluted with CH2Cl2 and extracted with ... Starting materials: N1=CC(=CC=C1)CCC#N (3-(3-pyridyl)propionitrile), Cl.NO (hydroxylamine hydrochloride), C(=O)([O-])[O-].[K+].[K+] (K2CO3). Run in C(C)O (ethanol), O (water). Product: N1=CC(=CC=C1)CCC(N)=NO (3-(3-Pyridyl)-propionamidoxime). The yield is 61.0%. RXN SMILES: [N:1]1[CH:6]=[CH:5][CH:4]=[C:3]([CH2:7][CH2:8][C:9]#[N:10])[CH:2]=1.Cl.[NH2:12][OH:13].C([O-])([O-])=O.[K+].[K+]>C(O)C.O>[N:1]1[CH:6]=[CH:5][CH:4]=[C:3]([CH2:7][CH2:8][C:9](=[N:12][OH:13])[NH2:10])[CH:2]=1 |f:1.2,3.4.5|. Procedure details: 20.1 g (0.15 mol) of 3-(3-pyridyl)propionitrile is dissolved in a mixture of 61 ml of ethanol, and 15 ml of water and 9.5 g (0.14 mol) of hydroxylamine hydrochloride and 21 g (0.15 mol) of K2CO3 are added. After 24 hours at reflux, the solvent is removed in a vacuum, and the residue is extracted twice with ethanol. The extracts are concentrated by evaporation and recrystallized in hot ethanol. 14.1 g (56%) of product is obtained. Melting point 119-121° C. Reactants: O.NN (hydrazine hydrate), TEA, N1(CCNCC1)C(=O)OC(C)(C)C (tert-butyl piperazine-1-carboxylate), N1(C=NC=C1)C(=S)N1C=NC=C1 (di-(1H-imidazol-1-yl)methanethione), resultant solution. The solvent is C1CCOC1 (THF). Run at time 2 hour. The product is N(N)C(=S)N1CCN(CC1)C(=O)OC(C)(C)C (tert-butyl 4-(hydrazinecarbonothioyl)piperazine-1-carboxylate). The yield is 84.5%. RXN SMILES: [N:1]1([C:7]([O:9][C:10]([CH3:13])([CH3:12])[CH3:11])=[O:8])[CH2:6][CH2:5][NH:4][CH2:3][CH2:2]1.[N:14]1([C:19](N2C=CN=C2)=[S:20])C=CN=C1.O.[NH2:27]N>C1COCC1>[NH:14]([C:19]([N:4]1[CH2:5][CH2:6][N:1]([C:7]([O:9][C:10]([CH3:13])([CH3:12])[CH3:11])=[O:8])[CH2:2][CH2:3]1)=[S:20])[NH2:27] |f:2.3|. Reported procedure: TEA (2.1 mL, 0.015 mol) was added to a solution of tert-butyl piperazine-1-carboxylate (1.86 g, 0.01 mol) and di-(1H-imidazol-1-yl)methanethione (2.67 g, 0.015 mol) in THF (30 mL) at rt. The reaction mixture was stirred at rt for 2 hrs., then hydrazine hydrate (0.73 mL, 0.015 mol) was added. The resultant solution was stirred at rt for another 2 hrs. The reaction mixture was quenched with saturated sodium chloride (15 mL) and extracted with EtOAc (3×). The combined organic layer was dried over N... Starting materials: BrC1=CC=C(C=C1)NC(C1=C(C=C(C=C1)C(F)(F)F)F)=NO (N1-(4-bromophenyl)-2-fluoro-4-(trifluoromethyl)-1-benzeneamidoxime), CC(C)([O-])C.[K+] (potassium tert-butoxide). Run in CN1C(CCC1)=O (N-methylpyrrolidinone). Run at temperature 100 celsius. Product: BrC1=CC=C(C=C1)NC1=NOC2=C1C=CC(=C2)C(F)(F)F (N-(4-bromophenyl)-N-[6-(trifluoromethyl)benzo[d]isoxazol-3-yl]amine). Yield: 81.9%. RXN SMILES: [Br:1][C:2]1[CH:7]=[CH:6][C:5]([NH:8][C:9](=[N:21][OH:22])[C:10]2[CH:15]=[CH:14][C:13]([C:16]([F:19])([F:18])[F:17])=[CH:12][C:11]=2F)=[CH:4][CH:3]=1.CC(C)([O-])C.[K+]>CN1CCCC1=O>[Br:1][C:2]1[CH:7]=[CH:6][C:5]([NH:8][C:9]2[C:10]3[CH:15]=[CH:14][C:13]([C:16]([F:19])([F:18])[F:17])=[CH:12][C:11]=3[O:22][N:21]=2)=[CH:4][CH:3]=1 |f:1.2|. Procedure details: To a solution of N1-(4-bromophenyl)-2-fluoro-4-(trifluoromethyl)-1-benzeneamidoxime (2.25 g, 0.00598 mol) in N-methylpyrrolidinone (30 mL), potassium tert-butoxide (0.71 g, 0.00628 mol) was added and the resulting solution was heated at 100° C. under an atmosphere of nitrogen for 3 hours. The reaction mixture was cooled to ambient temperature, the solvent was removed under reduced pressure and the residue partitioned between saturated solution of sodium bicarbonate in water (50 mL) and ethyl ace... The reactants are Cl (hydrochloric acid), ClC1=CC2=C(C(=NO2)O)C=C1 (6-chloro-1,2-benzisoxazol-3-ol), C([O-])([O-])=O.[K+].[K+] (potassium carbonate), BrC(C(=O)OC)C (methyl 2-bromopropionate), ethyl acetate hexanes. The solvent is CN(C=O)C (N,N-dimethylformamide), O (water). Product: ClC1=CC2=C(C(=NO2)OC(C(=O)OC)C)C=C1 (Methyl 2-[(6-chloro-1,2-benzisoxazol-3-yl)oxy]propionate). As a reaction SMILES: [Cl:1][C:2]1[CH:11]=[CH:10][C:5]2[C:6]([OH:9])=[N:7][O:8][C:4]=2[CH:3]=1.C(=O)([O-])[O-].[K+].[K+].Br[CH:19]([CH3:24])[C:20]([O:22][CH3:23])=[O:21].Cl>CN(C)C=O.O>[Cl:1][C:2]1[CH:11]=[CH:10][C:5]2[C:6]([O:9][CH:19]([CH3:24])[C:20]([O:22][CH3:23])=[O:21])=[N:7][O:8][C:4]=2[CH:3]=1 |f:1.2.3|. Procedure details: A mixture of 6-chloro-1,2-benzisoxazol-3-ol (6.8 g, 40.1 mmol), potassium carbonate (8.3 g, 60 mmol) and methyl 2-bromopropionate (10.0 g, 60.1 mmol) in N,N-dimethylformamide is stirred at room temperature over-night and diluted with water. The resultant aqueous mixture is acidified with concentrated hydrochloric acid (pH5-pH6) and extracted with methylene chloride. The combined organic extracts are diluted with hexanes, washed with water, dried over anhydrous sodium sulfate and concentrated in ...